This data is from the Open Reaction Database (ORD), a public repository of structured organic reaction records. The task is: describe an organic reaction: reactants, conditions, products, and yield Reactants: C1(=CC=CC=C1)O (phenol), OC1=CC=C(C=C1)C(CC1=CC=CC=C1)=O (1-(4-hydroxyphenyl)-2-phenylethanone), ClC1=CC=C(C=O)C=C1 (4-chlorobenzaldehyde), N1CCCCC1 (piperidine). The solvent is C(C)(=O)O (acetic acid), CO (methanol), CO (methanol). Conditions: time 8 hour. Product: OC1=CC=C(C=C1)C(C(=CC1=CC=C(C=C1)Cl)C1=CC=CC=C1)=O (1-(4-hydroxyphenyl)-3-(4-chlorophenyl)-2-phenyl-2-propen-1-one). Yield: 24.9%. RXN SMILES: [OH:1][C:2]1[CH:7]=[CH:6][C:5]([C:8](=[O:16])[CH2:9][C:10]2[CH:15]=[CH:14][CH:13]=[CH:12][CH:11]=2)=[CH:4][CH:3]=1.[Cl:17][C:18]1[CH:25]=[CH:24][C:21]([CH:22]=O)=[CH:20][CH:19]=1.N1CCCCC1.C1(O)C=CC=CC=1>CO.C(O)(=O)C>[OH:1][C:2]1[CH:3]=[CH:4][C:5]([C:8](=[O:16])[C:9]([C:10]2[CH:11]=[CH:12][CH:13]=[CH:14][CH:15]=2)=[CH:22][C:21]2[CH:24]=[CH:25][C:18]([Cl:17])=[CH:19][CH:20]=2)=[CH:6][CH:7]=1. Procedure details: 9.4 g (0.0443 mole) of 1-(4-hydroxyphenyl)-2-phenylethanone, 6.23 g (0.0443 mole) of 4-chlorobenzaldehyde and 3.53 g (0.0415 mole) of piperidine in 19.3 ml of methanol was stirred at 35° and then kept overnight. It was worked up as under Example IA to give 14.5 g (83%) of crude product. 14 g (0.0333 mole) of the crude phenol was mixed with 140 ml of glacial acetic acid and refluxed for 4 hours. Work up as under Example IB followed by recrystallization from methanol gave 3.7 g (34%) of pure produ... The reactants are COC1=CC=C(COC(=O)C=2C(C(=C(NC2C)C)C(=O)OC)C2=CC(=CC=C2)[N+](=O)[O-])C=C1 (2,6-dimethyl-3-methoxycarbonyl-4-(3'-nitrophenyl)-1,4-dihydropyridine-5-carboxylic acid 4-methoxybenzyl ester). Run in C(C)O (ethanol), C(C)O (ethanol). Yields the product 3'-nitrobenzylideneacetoacetic acid methyl ester, COC1=CC=C(COC(\C=C(\C)/N)=O)C=C1 (β-aminocrotonic acid 4-methoxybenzyl ester). Yield: 75.0%. Reaction SMILES: [CH3:1][O:2][C:3]1[CH:33]=[CH:32][C:6]([CH2:7][O:8][C:9]([C:11]2C(C3C=CC=C([N+]([O-])=O)C=3)C(C(OC)=O)=C(C)[NH:15][C:16]=2[CH3:17])=[O:10])=[CH:5][CH:4]=1>C(O)C>[CH3:1][O:2][C:3]1[CH:4]=[CH:5][C:6]([CH2:7][O:8][C:9](=[O:10])/[CH:11]=[C:16](\[NH2:15])/[CH3:17])=[CH:32][CH:33]=1. Procedure: Analogously to Example 1 heating a solution of 75 mmols of 3'-nitrobenzylideneacetoacetic acid methyl ester and 75 mmols of β-aminocrotonic acid 4-methoxybenzyl ester in 120 ml of ethanol gave 2,6-dimethyl-3-methoxycarbonyl-4-(3'-nitrophenyl)-1,4-dihydropyridine-5-carboxylic acid 4-methoxybenzyl ester of melting point 136° C (from ethanol). Reactants: N1[C@H](CCCC1)COC1=CC=NC=2N(C3=C(C21)C=C(N=C3)C#N)COCC[Si](C)(C)C ((R)-4-(piperidin-2-ylmethoxy)-9-(2-trimethylsilanyl-ethoxymethyl)-9H-dipyrido[2,3-b;4′,3′-d]pyrrole-6-carbonitrile), C=O (Formalin), C(C)(=O)O[BH-](OC(C)=O)OC(C)=O.[Na+] (sodium triacetoxyborohydride). Solvent: C(C)#N (acetonitrile), O (water), C([O-])(O)=O.[Na+] (sodium bicarbonate), C(Cl)Cl (methylene chloride). Reaction conditions: time 20 minute. The product is CN1[C@H](CCCC1)COC1=CC=NC=2N(C3=C(C21)C=C(N=C3)C#N)COCC[Si](C)(C)C ((R)-4-((1-methylpiperidin-2-yl)methoxy)-9-(2-trimethylsilanyl-ethoxymethyl)-9H-dipyrido[2,3-b;4′,3′-d]pyrrole-6-carbonitrile). As a reaction SMILES: [NH:1]1[CH2:6][CH2:5][CH2:4][CH2:3][C@@H:2]1[CH2:7][O:8][C:9]1[C:17]2[C:16]3[CH:18]=[C:19]([C:22]#[N:23])[N:20]=[CH:21][C:15]=3[N:14]([CH2:24][O:25][CH2:26][CH2:27][Si:28]([CH3:31])([CH3:30])[CH3:29])[C:13]=2[N:12]=[CH:11][CH:10]=1.C=O.[C:34](O[BH-](OC(=O)C)OC(=O)C)(=O)C.[Na+]>C(#N)C.O.C(=O)(O)[O-].[Na+].C(Cl)Cl>[CH3:34][N:1]1[CH2:6][CH2:5][CH2:4][CH2:3][C@@H:2]1[CH2:7][O:8][C:9]1[C:17]2[C:16]3[CH:18]=[C:19]([C:22]#[N:23])[N:20]=[CH:21][C:15]=3[N:14]([CH2:24][O:25][CH2:26][CH2:27][Si:28]([CH3:31])([CH3:30])[CH3:29])[C:13]=2[N:12]=[CH:11][CH:10]=1 |f:2.3,6.7|. Reported procedure: To a solution of (R)-4-(piperidin-2-ylmethoxy)-9-(2-trimethylsilanyl-ethoxymethyl)-9H-dipyrido[2,3-b;4′,3′-d]pyrrole-6-carbonitrile (220 mg, 0.50 mmol) in acetonitrile (2.2 mL) and water (0.45 mL) was added Formalin (41 uL, 1.5 mmol) followed by sodium triacetoxyborohydride (210 mg, 1.0 mmol), and the reaction mixture was stirred at ambient temperature for 20 minutes. The mixture diluted with saturated aqueous sodium bicarbonate solution (50 mL) and methylene chloride (50 mL). The organic layer ...